From a dataset of the Open Reaction Database (ORD), a public repository of structured organic reaction records. describe an organic reaction: reactants, conditions, products, and yield Reactants: CO, Cl, C1COCCO1, CC(C)(C)OC(=O)N1CC(NC2CCN(C(=O)c3nccs3)C2)C1. Product: O=C(c1nccs1)N1CCC(NC2CNC2)C1. RXN SMILES: [CH3:26][OH:27].[ClH:25].[O:28]1[CH2:29][CH2:30][O:31][CH2:32][CH2:33]1.[s:1]1[c:2]([C:6](=[O:7])[N:8]2[CH2:9][CH:10]([NH:13][CH:14]3[CH2:15][N:16]([C:18]([O:19][C:20]([CH3:21])([CH3:22])[CH3:23])=[O:24])[CH2:17]3)[CH2:11][CH2:12]2)[n:3][cH:4][cH:5]1>>[s:1]1[c:2]([C:6](=[O:7])[N:8]2[CH2:9][CH:10]([NH:13][CH:14]3[CH2:15][NH:16][CH2:17]3)[CH2:11][CH2:12]2)[n:3][cH:4][cH:5]1. Starting materials: CNC(=O)C=1N(N=CN1)CC1=C(N=C2N1C=C(C=C2)C)C2=CC=C(C=C2)C (2-(6-Methyl-2-p-tolyl-imidazo[1,2-a]pyridin-3-ylmethyl)-2H-[1,2,4]triazole-3-carboxylic acid methylamide), FC=1C=CC=2N(C1)C(=C(N2)C2=CC=C(C=C2)F)CN2N=CN=C2C(=O)OC (methyl 1-((6-fluoro-2-(4-fluorophenyl)imidazo[1,2-a]pyridin-3-yl)methyl)-1H-1,2,4-triazole-5-carboxylate), N (ammonia). Product: FC=1C=CC=2N(C1)C(=C(N2)C2=CC=C(C=C2)F)CN2N=CN=C2C(=O)N (1-((6-fluoro-2-(4-fluorophenyl)imidazo[1,2-a]pyridin-3-yl)methyl)-1H-1,2,4-triazole-5-carboxamide). RXN SMILES: C[NH:2]C(C1N(CC2N3C=C(C)C=CC3=NC=2C2C=CC(C)=CC=2)N=CN=1)=O.[F:28][C:29]1[CH:30]=[CH:31][C:32]2[N:33]([C:35]([CH2:45][N:46]3[C:50]([C:51]([O:53]C)=O)=[N:49][CH:48]=[N:47]3)=[C:36]([C:38]3[CH:43]=[CH:42][C:41]([F:44])=[CH:40][CH:39]=3)[N:37]=2)[CH:34]=1.N>>[F:28][C:29]1[CH:30]=[CH:31][C:32]2[N:33]([C:35]([CH2:45][N:46]3[C:50]([C:51]([NH2:2])=[O:53])=[N:49][CH:48]=[N:47]3)=[C:36]([C:38]3[CH:39]=[CH:40][C:41]([F:44])=[CH:42][CH:43]=3)[N:37]=2)[CH:34]=1. Procedure: The title compound was prepared according to the procedure described for compound 68 from methyl 1-((6-fluoro-2-(4-fluorophenyl)imidazo[1,2-a]pyridin-3-yl)methyl)-1H-1,2,4-triazole-5-carboxylate and ammonia. m/e+ 355 for C17H13F2N6O (M+H)+.